From a dataset of the Open Reaction Database (ORD), a public repository of structured organic reaction records. describe an organic reaction: reactants, conditions, products, and yield The reactants are [N+](=O)([O-])C1=CC=C(C=C1)COC(=O)C=1N2C(C(C2C(C1SC1COC(C1)COC1=CC=CC=C1)C)C(C)O)=O (6-(1Hydroxyethyl)-4-methyl-7-oxo-3-[[tetrahydro-5-(phenoxymethyl)-3-furanyl]thio]-1-azabicyclo[3.2.0]hept-2-ene-2-carboxylic acid (4-nitrophenyl)methyl ester), C([O-])(O)=O.[Na+] (sodium bicarbonate), O (water). The reagents and catalysts are [Pd] (palladium/carbon). The solvent is O1CCOCC1 (dioxane). Product: [Na+].OC(C)C1C2C(C(=C(N2C1=O)C(=O)[O-])SC1COC(C1)COC1=CC=CC=C1)C (6-(1-Hydroxyethyl)4-methyl-7-oxo-3-[[tetrahydro-5-(phenoxymethyl)-3-furanyl]thio]-1-azabicyclo[3.2.0]hept-2-ene-2-carboxylic acid monosodium salt). The yield is 20.4%. As a reaction SMILES: [N+](C1C=CC(C[O:11][C:12]([C:14]2[N:15]3[CH:18]([CH:19]([CH3:35])[C:20]=2[S:21][CH:22]2[CH2:26][CH:25]([CH2:27][O:28][C:29]4[CH:34]=[CH:33][CH:32]=[CH:31][CH:30]=4)[O:24][CH2:23]2)[CH:17]([CH:36]([OH:38])[CH3:37])[C:16]3=[O:39])=[O:13])=CC=1)([O-])=O.C(=O)(O)[O-].[Na+:44].O>[Pd].O1CCOCC1>[Na+:44].[OH:38][CH:36]([CH:17]1[C:16](=[O:39])[N:15]2[CH:18]1[CH:19]([CH3:35])[C:20]([S:21][CH:22]1[CH2:26][CH:25]([CH2:27][O:28][C:29]3[CH:34]=[CH:33][CH:32]=[CH:31][CH:30]=3)[O:24][CH2:23]1)=[C:14]2[C:12]([O-:13])=[O:11])[CH3:37] |f:1.2,6.7|. Procedure: The title compound is prepared by the procedure of Example 18 using 0.320 g of product from Example 25, 0.054 g of sodium bicarbonate, 3.5 ml of water, 8.3 ml of dioxane and 0.166 g of 10% palladium/carbon to give 0.052 g of the desired product. As a reaction SMILES: [NH:1]1[C:5]2[CH:6]=[CH:7][CH:8]=[CH:9][C:4]=2[N:3]=[C:2]1[C:10]1[CH:15]=[CH:14][C:13]([C:16]2[O:17][CH:18]=[C:19]([C:21]([O:23][CH3:24])=[O:22])[N:20]=2)=[CH:12][CH:11]=1.Br[CH2:26][CH:27]1[CH2:30][CH2:29][CH2:28]1.C([O-])([O-])=O.[K+].[K+]>C(#N)C>[CH:27]1([CH2:26][N:1]2[C:5]3[CH:6]=[CH:7][CH:8]=[CH:9][C:4]=3[N:3]=[C:2]2[C:10]2[CH:11]=[CH:12][C:13]([C:16]3[O:17][CH:18]=[C:19]([C:21]([O:23][CH3:24])=[O:22])[N:20]=3)=[CH:14][CH:15]=2)[CH2:30][CH2:29][CH2:28]1 |f:2.3.4|. Product: C1(CCC1)CN1C(=NC2=C1C=CC=C2)C2=CC=C(C=C2)C=2OC=C(N2)C(=O)OC (Methyl {2-{4-[1-(Cyclobutylmethyl)-1H-benzimidazol-2-yl]phenyl}-1,3-oxazol-4-yl}carboxylate). Run in C(C)#N (acetonitrile). Starting materials: N1C(=NC2=C1C=CC=C2)C2=CC=C(C=C2)C=2OC=C(N2)C(=O)OC (methyl {2-[4-(1H-benzimidazol-2-yl)phenyl]-1,3-oxazol-4-yl}carboxylate), BrCC1CCC1 (bromomethylcyclobutane), C(=O)([O-])[O-].[K+].[K+] (K2CO3). Run at temperature 120 celsius. Procedure details: A mixture of methyl {2-[4-(1H-benzimidazol-2-yl)phenyl]-1,3-oxazol-4-yl}carboxylate (200 mg, 0.62 mmol), bromomethylcyclobutane (140 mg, 0.94 mmol) and K2CO3 (103 mg, 0.75 mmol) in dry acetonitrile was heated to 120° C. with microwave irradiation for 1.5 h. The reaction mixture was cooled to room temperature and concentrated in vacuo. The resultant residue was dissolved in CH2Cl2, washed with water, dried over Na2SO4 and evaporated to dryness under reduced pressure. This residue was purified by ... Yield: 54.0%.